From a dataset of the Open Reaction Database (ORD), a public repository of structured organic reaction records. describe an organic reaction: reactants, conditions, products, and yield Reactants: C(C)(C)(C)OC(=O)N1CC(OCC1)COCC1=CC=CC=C1 ((+/−)-N-(t-butoxycarbonyl)-2-(phenylmethoxymethyl)-morpholine), [H][H] (hydrogen). Reagents/catalysts: [Pd] (palladium on carbon). The solvent is CO (MeOH). Run at time 4 hour. The product is C(C)(C)(C)OC(=O)N1CC(OCC1)CO ((+/−)-N-(t-butoxycarbonyl)-2-hydroxymethyl-morpholine). Reaction SMILES: [C:1]([O:5][C:6]([N:8]1[CH2:13][CH2:12][O:11][CH:10]([CH2:14][O:15]CC2C=CC=CC=2)[CH2:9]1)=[O:7])([CH3:4])([CH3:3])[CH3:2].[H][H]>[Pd].CO>[C:1]([O:5][C:6]([N:8]1[CH2:13][CH2:12][O:11][CH:10]([CH2:14][OH:15])[CH2:9]1)=[O:7])([CH3:4])([CH3:3])[CH3:2]. Procedure details: To a stirring solution of (+/−)-N-(t-butoxycarbonyl)-2-(phenylmethoxymethyl)-morpholine (595 mg, 1.94 mmol) and 20% palladium on carbon (120 mg, Aldrich) in MeOH (20 mL) was added 50 psi of hydrogen. The reaction was stirred for 4 h. The reaction was filtered and the filtrate was conc. in vacuo to a colorless oil. The oil can be used without further purification. MS (CI) 218 (M+H). Procedure details: A solution of 466 mg of 7α-(5-bromopentyl)-11β-fluorooestra-1,3,5(10)-triene-3,17-diol in 10 ml of 1-methyl-2-pyrrolidinone is stirred at a bath temperature of 80° C. for 3 hours with 1.0 g of methyl-(7,7,8,8,9,9,10,10,10-nonafluorodecyl)amine. For work-up, the mixture is added to saturated sodium chloride solution, extracted with ether, dried over sodium sulphate, concentrated in vacuo and the residue is chromatographed on silica gel using ethyl acetate/methanol. 546 mg of 11β-fluoro-7α-{5-[met... RXN SMILES: BrC[CH2:3][CH2:4][CH2:5][CH2:6][C@@H:7]1[CH2:24][C:23]2[CH:22]=[C:21]([OH:25])[CH:20]=[CH:19][C:18]=2[C@@H:17]2[C@@H:8]1[C@H:9]1[C@@:13]([CH2:15][C@@H:16]2[F:26])([CH3:14])[CH:12]([OH:27])[CH2:11][CH2:10]1.[CH3:28][NH:29][CH2:30][CH2:31][CH2:32][CH2:33][CH2:34][CH2:35][C:36]([F:48])([F:47])[C:37]([F:46])([F:45])[C:38]([F:44])([F:43])[C:39]([F:42])([F:41])[F:40].[Cl-].[Na+].[CH3:51]N1CCCC1=O>>[F:26][C@H:16]1[CH2:15][C@@:13]2([CH3:14])[C@@H:9]([CH2:10][CH2:11][C@@H:12]2[OH:27])[C@H:8]2[C@H:17]1[C:18]1[CH:23]=[CH:22][C:21]([OH:25])=[CH:20][C:19]=1[CH2:24][C@H:7]2[CH2:6][CH2:5][CH2:4][CH2:3][CH2:28][N:29]([CH3:51])[CH2:30][CH2:31][CH2:32][CH2:33][CH2:34][CH2:35][C:36]([F:47])([F:48])[C:37]([F:45])([F:46])[C:38]([F:43])([F:44])[C:39]([F:40])([F:41])[F:42] |f:2.3|. Yields the product F[C@@H]1[C@@H]2C=3C=CC(=CC3C[C@H]([C@H]2[C@@H]2CC[C@@H]([C@@]2(C)C1)O)CCCCCN(CCCCCCC(C(C(C(F)(F)F)(F)F)(F)F)(F)F)C)O (11β-fluoro-7α-{5-[methyl-(7,7,8,8,9,9,10,10,10-nonafluorodecyl)amino]pentyl}-oestra-1,3,5(10)triene-3, 17β-diol). Reactants: BrCCCCC[C@H]1[C@H]2[C@@H]3CCC([C@@]3(C)C[C@@H]([C@@H]2C=2C=CC(=CC2C1)O)F)O (7α-(5-bromopentyl)-11β-fluorooestra-1,3,5(10)-triene-3,17-diol), CNCCCCCCC(C(C(C(F)(F)F)(F)F)(F)F)(F)F (methyl-(7,7,8,8,9,9,10,10,10-nonafluorodecyl)amine), CN1C(CCC1)=O (1-methyl-2-pyrrolidinone), [Cl-].[Na+] (sodium chloride). Reaction conditions: temperature 2.5 celsius, time 5 minute. RXN SMILES: [OH:1][CH2:2][CH2:3][CH2:4][C:5]([C:7]1[C:15]2[C:10](=[CH:11][CH:12]=[C:13]([C:16]#[N:17])[CH:14]=2)[NH:9][CH:8]=1)=O.C(#N)C.C([BH3-])#N.[Na+].Cl>O>[OH:1][CH2:2][CH2:3][CH2:4][CH2:5][C:7]1[C:15]2[C:10](=[CH:11][CH:12]=[C:13]([C:16]#[N:17])[CH:14]=2)[NH:9][CH:8]=1 |f:2.3|. Procedure: 3-(4-Hydroxybutyryl)-1H-indole-5-carbonitrile (50 g) was added to acetonitrile (750 ml) at 25-30° C., followed by the addition of sodium cyanoborohydride (75 g) at the same temperature. The resulting mixture was cooled to 0-5° C., followed by drop-wise addition of a mixture of concentrated HCl (112.5 ml) and water (112.5 ml) for a period of 15 minutes at the same temperature. After completion of the reaction, water (750 ml) was added to the reaction mass at 0-5° C., followed by stifling for 5 mi... Reactants: Cl (HCl), OCCCC(=O)C1=CNC2=CC=C(C=C12)C#N (3-(4-Hydroxybutyryl)-1H-indole-5-carbonitrile), C(C)#N (acetonitrile), C(#N)[BH3-].[Na+] (sodium cyanoborohydride). Solvent: O (water), O (water). The product is OCCCCC1=CNC2=CC=C(C=C12)C#N (3-(4-Hydroxybutyl)-1H-indole-5-carbonitrile). The yield is 89.5%.